From a dataset of the Open Reaction Database (ORD), a public repository of structured organic reaction records. describe an organic reaction: reactants, conditions, products, and yield Starting materials: CCOC(=O)c1ccc(-c2nnc(-c3ccccc3[N+](=O)[O-])o2)cc1, C1CCOC1, [Pd]. Yields the product CCOC(=O)c1ccc(-c2nnc(-c3ccccc3N)o2)cc1. Reaction SMILES: [N+:1]([O-:2])(=[O:3])[c:4]1[c:5](-[c:10]2[n:11][n:12][c:13](-[c:15]3[cH:16][cH:17][c:18]([C:19](=[O:20])[O:21][CH2:22][CH3:23])[cH:24][cH:25]3)[o:14]2)[cH:6][cH:7][cH:8][cH:9]1.[O:27]1[CH2:28][CH2:29][CH2:30][CH2:31]1.[Pd:26]>>[NH2:1][c:4]1[c:5](-[c:10]2[n:11][n:12][c:13](-[c:15]3[cH:16][cH:17][c:18]([C:19](=[O:20])[O:21][CH2:22][CH3:23])[cH:24][cH:25]3)[o:14]2)[cH:6][cH:7][cH:8][cH:9]1. The reactants are N(=O)[O-].[Na+] (sodium nitrite), [N-]=[N+]=[N-].[Na+] (sodium azide), NC1=C2C=CC(=NC2=C(C=C1)O)C (5-Amino-8-hydroxy-2-methylquinoline). Run in O (water), O (water), Cl (hydrochloric acid), O (water). Reaction conditions: temperature -3 celsius, time 10 minute. Product: N(=[N+]=[N-])C1=C2C=CC(=NC2=C(C=C1)O)C (5-Azido-8-hydroxy-2-methylquinoline). Yield: 65.9%. As a reaction SMILES: [NH2:1][C:2]1[CH:11]=[CH:10][C:9]([OH:12])=[C:8]2[C:3]=1[CH:4]=[CH:5][C:6]([CH3:13])=[N:7]2.N([O-])=O.[Na+].[N-:18]=[N+:19]=[N-].[Na+]>Cl.O>[N:1]([C:2]1[CH:11]=[CH:10][C:9]([OH:12])=[C:8]2[C:3]=1[CH:4]=[CH:5][C:6]([CH3:13])=[N:7]2)=[N+:18]=[N-:19] |f:1.2,3.4|. Procedure details: 5-Amino-8-hydroxy-2-methylquinoline (12; 723 mg, 4.2 mmol) was dissolved in a solution of concentrated hydrochloric acid (0.4 mL) and water (5 mL), cooled to −3° C. in a salt-ice bath, stirred for 10 min, then treated dropwise with a cold solution of sodium nitrite (0.50 g, 7.2 mmol) in water (5 mL). The mixture was stirred for 20 min, then treated dropwise with sodium azide (0.60 g, 9.2 mmol) in water (40 mL), stirred at 0° C. for a further 1.5 h, then allowed to warm to room temperature over 2... RXN SMILES: [CH2:1]([CH2:2][CH3:3])[N:4]1[CH2:5][CH2:6][CH2:7][CH2:8]1.[CH2:9]([CH3:10])[O:11][CH2:12][Cl:13].[CH3:14][C:15](=[O:16])[CH3:17]>>[CH2:1]([CH2:2][CH3:3])[N+:4]1([CH2:12][O:11][CH2:9][CH3:10])[CH2:5][CH2:6][CH2:7][CH2:8]1.[Cl-:13]. The reactants are CCCN1CCCC1, CCOCCl, CC(C)=O. Product: CCC[N+]1(COCC)CCCC1, [Cl-]. Starting materials: CC(C)=O, COc1ccc(Cl)cc1C1(F)C(=O)N(C(=O)OCCl)c2cc(C(F)(F)F)ccc21, [I-], [Na+]. Yields the product COc1ccc(Cl)cc1C1(F)C(=O)N(C(=O)OCI)c2cc(C(F)(F)F)ccc21. As a reaction SMILES: [CH3:32][C:33](=[O:34])[CH3:35].[Cl:1][CH2:2][O:3][C:4](=[O:5])[N:6]1[C:7](=[O:29])[C:8]([F:19])([c:20]2[c:21]([O:27][CH3:28])[cH:22][cH:23][c:24]([Cl:26])[cH:25]2)[c:9]2[cH:10][cH:11][c:12]([C:15]([F:16])([F:17])[F:18])[cH:13][c:14]21.[I-:31].[Na+:30]>>[CH2:2]([O:3][C:4](=[O:5])[N:6]1[C:7](=[O:29])[C:8]([F:19])([c:20]2[c:21]([O:27][CH3:28])[cH:22][cH:23][c:24]([Cl:26])[cH:25]2)[c:9]2[cH:10][cH:11][c:12]([C:15]([F:16])([F:17])[F:18])[cH:13][c:14]21)[I:31]. Starting materials: Brc1ccc2c(C3CCNCC3)noc2c1, COCCOC, [Na+], [Na+], O=C([O-])[O-], c1ccc(P(c2ccccc2)(c2ccccc2)[Pd](P(c2ccccc2)(c2ccccc2)c2ccccc2)(P(c2ccccc2)(c2ccccc2)c2ccccc2)P(c2ccccc2)(c2ccccc2)c2ccccc2)cc1, Cc1ccc(C(=O)Nc2nccs2)cc1B1OC(C)(C)C(C)(C)O1. Product: Cc1ccc(C(=O)Nc2nccs2)cc1-c1ccc2c(C3CCNCC3)noc2c1. RXN SMILES: [Br:31][c:32]1[cH:33][c:34]2[c:35]([c:36]([CH:39]3[CH2:40][CH2:41][NH:42][CH2:43][CH2:44]3)[n:37][o:38]2)[cH:45][cH:46]1.[CH3:124][O:125][CH2:126][CH2:127][O:128][CH3:129].[Na+:25].[Na+:26].[O-:27][C:28](=[O:29])[O-:30].[cH:47]1[cH:48][cH:49][c:50]([P:51]([Pd:52]([P:53]([c:54]2[cH:55][cH:56][cH:57][cH:58][cH:59]2)([c:60]2[cH:61][cH:62][cH:63][cH:64][cH:65]2)[c:66]2[cH:67][cH:68][cH:69][cH:70][cH:71]2)([P:72]([c:73]2[cH:74][cH:75][cH:76][cH:77][cH:78]2)([c:79]2[cH:80][cH:81][cH:82][cH:83][cH:84]2)[c:85]2[cH:86][cH:87][cH:88][cH:89][cH:90]2)[P:91]([c:92]2[cH:93][cH:94][cH:95][cH:96][cH:97]2)([c:98]2[cH:99][cH:100][cH:101][cH:102][cH:103]2)[c:104]2[cH:105][cH:106][cH:107][cH:108][cH:109]2)([c:110]2[cH:111][cH:112][cH:113][cH:114][cH:115]2)[c:116]2[cH:117][cH:118][cH:119][cH:120][cH:121]2)[cH:122][cH:123]1.[s:1]1[c:2]([NH:6][C:7]([c:8]2[cH:9][c:10]([B:15]3[O:16][C:17]([CH3:18])([CH3:19])[C:20]([CH3:21])([CH3:22])[O:23]3)[c:11]([CH3:14])[cH:12][cH:13]2)=[O:24])[n:3][cH:4][cH:5]1>>[s:1]1[c:2]([NH:6][C:7]([c:8]2[cH:9][c:10](-[c:32]3[cH:33][c:34]4[c:35]([c:36]([CH:39]5[CH2:40][CH2:41][NH:42][CH2:43][CH2:44]5)[n:37][o:38]4)[cH:45][cH:46]3)[c:11]([CH3:14])[cH:12][cH:13]2)=[O:24])[n:3][cH:4][cH:5]1. The reactants are O=C([O-])CC(O)(CC(=O)[O-])C(=O)[O-], CS(=O)(=O)Nc1ccccc1C1CCNCC1, CN(CC(CC=O)c1ccc(Cl)c(Cl)c1)C(=O)c1cc(C#N)cc2ccccc12, Cl. Yields the product O=C(O)CC(O)(CC(=O)O)C(=O)O, CN(CC(CCN1CCC(c2ccccc2NS(C)(=O)=O)CC1)c1ccc(Cl)c(Cl)c1)C(=O)c1cc(C#N)cc2ccccc12. Reaction SMILES: [C:48]([CH2:49][C:50]([OH:51])([C:52](=[O:53])[O-:54])[CH2:55][C:56](=[O:57])[O-:58])(=[O:59])[O-:60].[CH3:2][S:3](=[O:4])(=[O:5])[NH:6][c:7]1[c:8]([CH:13]2[CH2:14][CH2:15][NH:16][CH2:17][CH2:18]2)[cH:9][cH:10][cH:11][cH:12]1.[Cl:19][c:20]1[cH:21][c:22]([CH:27]([CH2:28][N:29]([C:30](=[O:31])[c:32]2[cH:33][c:34]([C:42]#[N:43])[cH:35][c:36]3[cH:37][cH:38][cH:39][cH:40][c:41]23)[CH3:44])[CH2:45][CH:46]=[O:47])[cH:23][cH:24][c:25]1[Cl:26].[ClH:1]>>[C:48]([CH2:49][C:50]([OH:51])([C:52](=[O:53])[OH:54])[CH2:55][C:56](=[O:57])[OH:58])(=[O:59])[OH:60].[CH3:2][S:3](=[O:4])(=[O:5])[NH:6][c:7]1[c:8]([CH:13]2[CH2:14][CH2:15][N:16]([CH2:46][CH2:45][CH:27]([c:22]3[cH:21][c:20]([Cl:19])[c:25]([Cl:26])[cH:24][cH:23]3)[CH2:28][N:29]([C:30](=[O:31])[c:32]3[cH:33][c:34]([C:42]#[N:43])[cH:35][c:36]4[cH:37][cH:38][cH:39][cH:40][c:41]34)[CH3:44])[CH2:17][CH2:18]2)[cH:9][cH:10][cH:11][cH:12]1. Reactants: (2,5-dioxopyrrolidin-1-yl) [(1R,3S)-3-[[5-fluoro-2-[5-fluoro-1-(p-tolylsulfonyl)pyrrolo[2,3-b]pyridin-3-yl]pyrimidin-4-yl]amino]cyclohexyl]carbonate, C(O[C@@]1(C[C@@H](CCC1)NC1=NC(=NC=C1F)C1=CN(C2=NC=C(C=C21)F)S(=O)(=O)C2=CC=C(C)C=C2)N2C(CCC2=O)=O)([O-])=O (2,5-dioxopyrrolidin-1-yl((1S,3R)-3-((5-fluoro-2-(5-fluoro-1-tosyl-1H-pyrrolo[2,3-b]pyridin-3-yl)pyrimidin-4-yl)amino)cyclohexyl) carbonate), F[C@H]1CNCC1 ((3R)-3-fluoropyrrolidine). Solvent: C(C)#N (acetonitrile). Reaction conditions: time 20 hour. The product is F[C@H]1CN(CC1)C(=O)O[C@@H]1C[C@@H](CCC1)NC1=NC(=NC=C1F)C1=CN(C2=NC=C(C=C21)F)S(=O)(=O)C2=CC=C(C)C=C2 ((R)-(1S,3R)-3-((5-fluoro-2-(5-fluoro-1-tosyl-1H-pyrrolo[2,3-b]pyridin-3-yl)pyrimidin-4-yl)amino)cyclohexyl 3-fluoropyrrolidine-1-carboxylate). RXN SMILES: [C:1](=O)([O-:44])[O:2][C@@:3]1(N2C(=O)CCC2=O)[CH2:8][CH2:7][CH2:6][C@@H:5]([NH:9][C:10]2[C:15]([F:16])=[CH:14][N:13]=[C:12]([C:17]3[C:25]4[C:20](=[N:21][CH:22]=[C:23]([F:26])[CH:24]=4)[N:19]([S:27]([C:30]4[CH:36]=[CH:35][C:33]([CH3:34])=[CH:32][CH:31]=4)(=[O:29])=[O:28])[CH:18]=3)[N:11]=2)[CH2:4]1.[F:46][C@@H:47]1[CH2:51][CH2:50][NH:49][CH2:48]1>C(#N)C>[F:46][C@@H:47]1[CH2:51][CH2:50][N:49]([C:1]([O:2][C@H:3]2[CH2:8][CH2:7][CH2:6][C@@H:5]([NH:9][C:10]3[C:15]([F:16])=[CH:14][N:13]=[C:12]([C:17]4[C:25]5[C:20](=[N:21][CH:22]=[C:23]([F:26])[CH:24]=5)[N:19]([S:27]([C:30]5[CH:31]=[CH:32][C:33]([CH3:34])=[CH:35][CH:36]=5)(=[O:29])=[O:28])[CH:18]=4)[N:11]=3)[CH2:4]2)=[O:44])[CH2:48]1. Procedure details: To (2,5-dioxopyrrolidin-1-yl) [(1R,3S)-3-[[5-fluoro-2-[5-fluoro-1-(p-tolylsulfonyl)pyrrolo[2,3-b]pyridin-3-yl]pyrimidin-4-yl]amino]cyclohexyl]carbonate, 75c, (0.125 g, 0.195 mmol) already in acetonitrile was added (3R)-3-fluoropyrrolidine (0.445 g, 4.991 mmol) and the reaction mixture was stirred at room temperature for 20 hours; The reaction was monitored by HPLC until no more starting material was remaining. The reaction mixture was concentrated in vacuo and was carried on into the next reacti... Reactants: CN(C)Cc1ccc(CO)o1, CNC1=NS(=O)(=O)N=C1NCCS, Cl. Product: CNC1=NS(=O)(=O)N=C1NCCSCc1ccc(CN(C)C)o1. Reaction SMILES: [CH3:14][N:15]([CH3:16])[CH2:17][c:18]1[cH:19][cH:20][c:21]([CH2:23][OH:24])[o:22]1.[CH3:1][NH:2][C:3]1=[N:4][S:5](=[O:12])(=[O:13])[N:6]=[C:7]1[NH:8][CH2:9][CH2:10][SH:11].[ClH:25]>>[CH3:1][NH:2][C:3]1=[N:4][S:5](=[O:12])(=[O:13])[N:6]=[C:7]1[NH:8][CH2:9][CH2:10][S:11][CH2:23][c:21]1[cH:20][cH:19][c:18]([CH2:17][N:15]([CH3:14])[CH3:16])[o:22]1. Reactants: CNCCCC (N-methyl-n-butylamine), C(C=C)(=O)OCC (ethyl acrylate). The product is CN(CCC(=O)OCC)CCCC (Ethyl β-(N-methyl-n-butylamino)-propionate). Isolated yield 87.2%. Reaction SMILES: [CH3:1][NH:2][CH2:3][CH2:4][CH2:5][CH3:6].[C:7]([O:11][CH2:12][CH3:13])(=[O:10])[CH:8]=[CH2:9]>>[CH3:1][N:2]([CH2:3][CH2:4][CH2:5][CH3:6])[CH2:9][CH2:8][C:7]([O:11][CH2:12][CH3:13])=[O:10]. Procedure: A stirred mixture of N-methyl-n-butylamine (42.8 g., 0.49 mole) and ethyl acrylate (55 g., 0.54 mole) was heated at 80°-90° C for 20 hours. Excess acrylate was evaporated under reduced pressure, and the residue distilled to give 80.0 g (87%) of the title compound, b.p. 97° C at 12 mm. Starting materials: C(C(=C)CC(=O)O)(=O)O (itaconic acid), COC=1C=C(CN)C=CC1OC (3,4-dimethoxybenzylamine). Run in [OH-].[Na+] (sodium hydroxide). Run at temperature 130 celsius. Yields the product COC=1C=C(CN2C(CC(C2)C(=O)O)=O)C=CC1OC (1-(3,4-dimethoxybenzyl)-4-carboxy-pyrrolidin-2-one). Isolated yield 67.7%. RXN SMILES: [C:1]([OH:9])(=[O:8])[C:2]([CH2:4][C:5]([OH:7])=O)=[CH2:3].[CH3:10][O:11][C:12]1[CH:13]=[C:14]([CH:17]=[CH:18][C:19]=1[O:20][CH3:21])[CH2:15][NH2:16]>[OH-].[Na+]>[CH3:10][O:11][C:12]1[CH:13]=[C:14]([CH:17]=[CH:18][C:19]=1[O:20][CH3:21])[CH2:15][N:16]1[CH2:3][CH:2]([C:1]([OH:9])=[O:8])[CH2:4][C:5]1=[O:7] |f:2.3|. Procedure details: A mixture of 6.0 g (46 mmols) of itaconic acid and 7.7 g (46 mmols) of 3,4-dimethoxybenzylamine was heated at 130° C. for 2 hours in a nitrogen atmosphere. After cooling to about 100° C., 70 ml of 10% sodium hydroxide were added to the viscous reaction mixture, while mechanically stirring, and the resulting mixture was then cooled to room temperature. In order to remove any insoluble matter, the sodium salt solution was extracted with 50 to 100 ml of ethyl acetate, and the aqueous phase was acid...